This data is from the Open Reaction Database (ORD), a public repository of structured organic reaction records. The task is: describe an organic reaction: reactants, conditions, products, and yield The reactants are O(C1=CC=CC=C1)CC(=O)N1[C@H](CCCC1)C1=NC(=NO1)C1=CC=C(C(=O)O)C=C1 ((R)-4-{5-[1-(2-Phenoxy-acetyl)-piperidin-2-yl]-[1,2,4]oxadiazol-3-yl}-benzoic acid), CN(C)C(=[N+](C)C)ON1C2=C(C=CC=C2)N=N1.[B-](F)(F)(F)F.CCN(C(C)C)C(C)C (TBTU DIPEA), N1CCOCC1 (Morpholine). Solvent: CN(C)C=O (DMF). Run at time 8 hour. Product: N1(CCOCC1)C(=O)C1=CC=C(C=C1)C1=NOC(=N1)[C@@H]1N(CCCC1)C(COC1=CC=CC=C1)=O ((R)-1-(2-{3-[4-(Morpholine-4-carbonyl)-phenyl]-[1,2,4]oxadiazol-5-yl}-piperidin-1-yl)-2-phenoxy-ethanone). RXN SMILES: [O:1]([CH2:8][C:9]([N:11]1[CH2:16][CH2:15][CH2:14][CH2:13][C@@H:12]1[C:17]1[O:21][N:20]=[C:19]([C:22]2[CH:30]=[CH:29][C:25]([C:26](O)=[O:27])=[CH:24][CH:23]=2)[N:18]=1)=[O:10])[C:2]1[CH:7]=[CH:6][CH:5]=[CH:4][CH:3]=1.CN(C(ON1N=NC2C=CC=CC1=2)=[N+](C)C)C.[B-](F)(F)(F)F.CCN(C(C)C)C(C)C.[NH:62]1[CH2:67][CH2:66][O:65][CH2:64][CH2:63]1>CN(C=O)C>[N:62]1([C:26]([C:25]2[CH:24]=[CH:23][C:22]([C:19]3[N:18]=[C:17]([C@H:12]4[CH2:13][CH2:14][CH2:15][CH2:16][N:11]4[C:9](=[O:10])[CH2:8][O:1][C:2]4[CH:7]=[CH:6][CH:5]=[CH:4][CH:3]=4)[O:21][N:20]=3)=[CH:30][CH:29]=2)=[O:27])[CH2:67][CH2:66][O:65][CH2:64][CH2:63]1 |f:1.2.3|. Procedure details: 0.07 mmol of (R)-4-{5-[1-(2-Phenoxy-acetyl)-piperidin-2-yl]-[1,2,4]oxadiazol-3-yl}-benzoic acid were treated with 1 eq. of TBTU/DIPEA in 1 ml DMF for 10 min and 2 eq. of Morpholine added. Ther reaction is stirred overnight at room temperature and the product isolated via preperative HPLC. Reactants: C1CCOC1, C=Cc1ccc(NC(=O)OC(C)(C)C)c2ccccc12, B1C2CCCC1CCC2, [Na+], [OH-], O, OO. The product is CC(C)(C)OC(=O)Nc1ccc(CCO)c2ccccc12. Reaction SMILES: [CH2:34]1[O:35][CH2:36][CH2:37][CH2:38]1.[CH:1](=[CH2:2])[c:3]1[cH:4][cH:5][c:6]([NH:13][C:14]([O:15][C:16]([CH3:17])([CH3:18])[CH3:19])=[O:20])[c:7]2[cH:8][cH:9][cH:10][cH:11][c:12]12.[CH:21]12[CH2:22][CH2:23][CH2:24][CH:25]([BH:26]1)[CH2:27][CH2:28][CH2:29]2.[Na+:31].[OH-:30].[OH2:39].[OH:32][OH:33]>>[CH2:1]([CH2:2][OH:30])[c:3]1[cH:4][cH:5][c:6]([NH:13][C:14]([O:15][C:16]([CH3:17])([CH3:18])[CH3:19])=[O:20])[c:7]2[cH:8][cH:9][cH:10][cH:11][c:12]12. Reactants: O=C1CCC(=O)N1Br, O=C(OOC(=O)c1ccccc1)c1ccccc1, ClC(Cl)(Cl)Cl, CC(=O)O, Cc1ccnc(F)c1. The product is Fc1cc(CBr)ccn1. Reaction SMILES: [Br:13][N:14]1[C:15](=[O:16])[CH2:17][CH2:18][C:19]1=[O:20].[C:21]([O:22][O:23][C:24](=[O:25])[c:26]1[cH:27][cH:28][cH:29][cH:30][cH:31]1)(=[O:32])[c:33]1[cH:34][cH:35][cH:36][cH:37][cH:38]1.[C:39]([Cl:40])([Cl:41])([Cl:42])[Cl:43].[CH3:1][C:2](=[O:3])[OH:4].[F:5][c:6]1[n:7][cH:8][cH:9][c:10]([CH3:12])[cH:11]1>>[F:5][c:6]1[n:7][cH:8][cH:9][c:10]([CH2:12][Br:13])[cH:11]1. The reactants are C=CCBr, O=C([O-])O, CCOCCn1c(CN2CCNCC2)nc2cccnc21, CCO, [Na+]. Yields the product C=CCN1CCN(Cc2nc3cccnc3n2CCOCC)CC1. Reaction SMILES: [Br:1][CH2:2][CH:3]=[CH2:4].[C:26](=[O:27])([O-:28])[OH:29].[CH2:5]([CH3:6])[O:7][CH2:8][CH2:9][n:10]1[c:11]([CH2:19][N:20]2[CH2:21][CH2:22][NH:23][CH2:24][CH2:25]2)[n:12][c:13]2[c:14]1[n:15][cH:16][cH:17][cH:18]2.[CH3:31][CH2:32][OH:33].[Na+:30]>>[CH2:2]=[CH:3][CH2:4][N:23]1[CH2:22][CH2:21][N:20]([CH2:19][c:11]2[n:10]([CH2:9][CH2:8][O:7][CH2:5][CH3:6])[c:14]3[c:13]([n:12]2)[cH:18][cH:17][cH:16][n:15]3)[CH2:25][CH2:24]1. The reactants are CNC, O=S(=O)(Cl)c1ccc(-c2cn3cccnc3n2)cc1, O. The product is CN(C)S(=O)(=O)c1ccc(-c2cn3cccnc3n2)cc1. Reaction SMILES: [CH3:20][NH:21][CH3:22].[Cl:1][S:2](=[O:3])(=[O:4])[c:5]1[cH:6][cH:7][c:8](-[c:11]2[n:12][c:13]3[n:14]([cH:15][cH:16][cH:17][n:18]3)[cH:19]2)[cH:9][cH:10]1.[OH2:23]>>[S:2](=[O:3])(=[O:4])([c:5]1[cH:6][cH:7][c:8](-[c:11]2[n:12][c:13]3[n:14]([cH:15][cH:16][cH:17][n:18]3)[cH:19]2)[cH:9][cH:10]1)[N:21]([CH3:20])[CH3:22].